Dataset: the Open Reaction Database (ORD), a public repository of structured organic reaction records. Task: describe an organic reaction: reactants, conditions, products, and yield Starting materials: CC1(OB(OC1(C)C)C1=CN(C2=CC=C(C=C12)C(=O)OC)S(=O)(=O)C1=CC=C(C)C=C1)C (methyl 3-(4,4,5,5-tetramethyl-1,3,2-dioxaborolan-2-yl)-1-tosyl-1H-indole-5-carboxylate), BrC1=NC(=CN=C1)C1CC1 (2-bromo-6-cyclopropylpyrazine), P(=O)([O-])([O-])[O-].[K+].[K+].[K+] (potassium phosphate), BrC1=NC(=CN=C1)C1CC1 (2-bromo-6-cyclopropylpyrazine). Reagents/catalysts: C=1C=CC(=CC1)/C=C/C(=O)/C=C/C2=CC=CC=C2.C=1C=CC(=CC1)/C=C/C(=O)/C=C/C2=CC=CC=C2.C=1C=CC(=CC1)/C=C/C(=O)/C=C/C2=CC=CC=C2.[Pd].[Pd] (Pd2(dba)3), C1(CCCCC1)P(C1=C(C=CC=C1)C1=C(C=C(C=C1C(C)C)C(C)C)C(C)C)C1CCCCC1 (dicyclohexyl(2′,4′,6′-triisopropylbiphenyl-2-yl)phosphine). Run in O1CCOCC1 (dioxane), O (H2O), C(Cl)Cl (DCM). Reaction conditions: temperature 100 celsius, time 2 hour. The product is C1(CC1)C1=CN=CC(=N1)C1=CN(C2=CC=C(C=C12)C(=O)OC)S(=O)(=O)C1=CC=C(C)C=C1 (methyl 3-(6-cyclopropylpyrazin-2-yl)-1-tosyl-1H-indole-5-carboxylate). The yield is 97.3%. As a reaction SMILES: CC1(C)C(C)(C)OB([C:9]2[C:17]3[C:12](=[CH:13][CH:14]=[C:15]([C:18]([O:20][CH3:21])=[O:19])[CH:16]=3)[N:11]([S:22]([C:25]3[CH:31]=[CH:30][C:28]([CH3:29])=[CH:27][CH:26]=3)(=[O:24])=[O:23])[CH:10]=2)O1.Br[C:34]1[CH:39]=[N:38][CH:37]=[C:36]([CH:40]2[CH2:42][CH2:41]2)[N:35]=1.P([O-])([O-])([O-])=O.[K+].[K+].[K+]>O1CCOCC1.O.C(Cl)Cl.C1C=CC(/C=C/C(/C=C/C2C=CC=CC=2)=O)=CC=1.C1C=CC(/C=C/C(/C=C/C2C=CC=CC=2)=O)=CC=1.C1C=CC(/C=C/C(/C=C/C2C=CC=CC=2)=O)=CC=1.[Pd].[Pd].C1(P(C2CCCCC2)C2C=CC=CC=2C2C(C(C)C)=CC(C(C)C)=CC=2C(C)C)CCCCC1>[CH:40]1([C:36]2[N:35]=[C:34]([C:9]3[C:17]4[C:12](=[CH:13][CH:14]=[C:15]([C:18]([O:20][CH3:21])=[O:19])[CH:16]=4)[N:11]([S:22]([C:25]4[CH:26]=[CH:27][C:28]([CH3:29])=[CH:30][CH:31]=4)(=[O:24])=[O:23])[CH:10]=3)[CH:39]=[N:38][CH:37]=2)[CH2:42][CH2:41]1 |f:2.3.4.5,9.10.11.12.13|. Procedure: A brown mixture of methyl 3-(4,4,5,5-tetramethyl-1,3,2-dioxaborolan-2-yl)-1-tosyl-1H-indole-5-carboxylate (2.32 g, 5.10 mmol), 2-bromo-6-cyclopropylpyrazine (CombiPhos Catalysts, Inc., Princeton, N.J.; 1.116 g, 5.60 mmol), Pd2(dba)3 (0.140 g, 0.153 mmol), dicyclohexyl(2′,4′,6′-triisopropylbiphenyl-2-yl)phosphine (XPhos; 0.146 g, 0.306 mmol), and potassium phosphate (3.24 g, 15.29 mmol) in a mixture of dioxane (45 mL) and H2O (4.50 mL) was sparged with argon then heated at 100° C. for 3 h. Additi... Starting materials: C(C)(C)(C)OC(=O)NNCC1=CC=C(C=C1)C1=CC=CC=C1 (N1 -(tert-butoxycarbonyl)-N2 -(4-biphenylylmethyl)hydrazine), C(C)(C)(C)OC(=O)N[C@@H](CC1=CC=CC=C1)[C@@H]1CO1 (N-(tert-butoxycarbonyl)-2(S)-amino-1-phenyl-3(R)-3,4-epoxybutane). The solvent is CO (methanol), O (water). Reaction conditions: temperature 0 celsius. The product is O[C@@H](CN(NC(=O)OC(C)(C)C)CC1=CC=C(C=C1)C1=CC=CC=C1)[C@H](CC1=CC=CC=C1)NC(=O)OC(C)(C)C (1-[2(S)-hydroxy-3(S)-(tert-butoxycarbonylamino)-4-phenylbutyl]-1-[4-biphenylylmethyl]-2-[tert-butoxycarbonyl)hydrazine). As a reaction SMILES: [C:1]([O:5][C:6]([NH:8][NH:9][CH2:10][C:11]1[CH:16]=[CH:15][C:14]([C:17]2[CH:22]=[CH:21][CH:20]=[CH:19][CH:18]=2)=[CH:13][CH:12]=1)=[O:7])([CH3:4])([CH3:3])[CH3:2].[C:23]([O:27][C:28]([NH:30][C@H:31]([C@H:39]1[O:41][CH2:40]1)[CH2:32][C:33]1[CH:38]=[CH:37][CH:36]=[CH:35][CH:34]=1)=[O:29])([CH3:26])([CH3:25])[CH3:24]>CO.O>[OH:41][C@H:39]([C@@H:31]([NH:30][C:28]([O:27][C:23]([CH3:24])([CH3:26])[CH3:25])=[O:29])[CH2:32][C:33]1[CH:34]=[CH:35][CH:36]=[CH:37][CH:38]=1)[CH2:40][N:9]([CH2:10][C:11]1[CH:12]=[CH:13][C:14]([C:17]2[CH:22]=[CH:21][CH:20]=[CH:19][CH:18]=2)=[CH:15][CH:16]=1)[NH:8][C:6]([O:5][C:1]([CH3:4])([CH3:2])[CH3:3])=[O:7]. Procedure: A solution of 58.7 g (197 mmol) of N1 -(tert-butoxycarbonyl)-N2 -(4-biphenylylmethyl)hydrazine and 51.8 g (197 mmol) of N-(tert-butoxycarbonyl)-2(S)-amino-1-phenyl-3(R)-3,4-epoxybutane (=(2R,3S)-1-[3-Boc-amino-2-phenylethyl]-oxirane) in 700 ml of absolute methanol is heated to reflux temperature during 16 h. The mixture is then cooled to 0° C. and diluted with 1.5 l of water. The solid is filtered and dried at 70° C. for 6 h to give the title compound: The reactants are alkaline earth metals, [H][H] (hydrogen), C(CCCCCCCCCCCCCCCCC)(=O)[O-].[Ba+2].C(CCCCCCCCCCCCCCCCC)(=O)[O-] (barium stearate), organolithium, C(CCCCCCCCCCCCCCCCC)(=O)[O-].[Ba+2].C(CCCCCCCCCCCCCCCCC)(=O)[O-] (barium stearate), vinyl, Ba t-butoxide. Solvent: C1=CC=CC=C1 (benzene). The product is C=CC=C.C=CC1=CC=CC=C1 (butadiene-styrene copolymer), C(CCCCCCCCCCCCCCCCC)(=O)[O-].[Ba+2].C(CCCCCCCCCCCCCCCCC)(=O)[O-] (barium stearate). As a reaction SMILES: [C:1]([O-:20])(=[O:19])[CH2:2][CH2:3][CH2:4][CH2:5][CH2:6][CH2:7][CH2:8][CH2:9][CH2:10][CH2:11][CH2:12][CH2:13][CH2:14][CH2:15][CH2:16][CH2:17][CH3:18].[Ba+2:21].[C:22]([O-:41])(=[O:40])[CH2:23][CH2:24][CH2:25][CH2:26][CH2:27][CH2:28][CH2:29][CH2:30][CH2:31][CH2:32][CH2:33][CH2:34][CH2:35][CH2:36][CH2:37][CH2:38][CH3:39].[H][H]>C1C=CC=CC=1>[CH2:1]=[CH:2][CH:3]=[CH2:4].[CH2:18]=[CH:17][C:16]1[CH:11]=[CH:12][CH:13]=[CH:14][CH:15]=1.[C:22]([O-:41])(=[O:40])[CH2:23][CH2:24][CH2:25][CH2:26][CH2:27][CH2:28][CH2:29][CH2:30][CH2:31][CH2:32][CH2:33][CH2:34][CH2:35][CH2:36][CH2:37][CH2:38][CH3:39].[Ba+2:21].[C:1]([O-:20])(=[O:19])[CH2:2][CH2:3][CH2:4][CH2:5][CH2:6][CH2:7][CH2:8][CH2:9][CH2:10][CH2:11][CH2:12][CH2:13][CH2:14][CH2:15][CH2:16][CH2:17][CH3:18] |f:0.1.2,5.6,7.8.9|. Procedure details: It is known that copolymers of the conjugated diene monomers (butadiene-1,3 and isoprene) with styrene, which are prepared using alkyllithiums in hydrocarbon solvents, have a graded block-type structure [Kelley, D. J. and Tobolsky, A. V., "J. Am. Chem. Soc.," 81, 1597 (1959) and Kuntz, I., "J. Polym. Sci.," 54, 569 (1961)]. For a copolymerization using an equal molar mixture of butadiene and styrene, butadiene is consumed initially much more rapidly than the styrene. When the butadiene concentra... The reactants are BrC1=C(OCC(=O)C2=CC=CC=C2)C=CC(=C1)C1=CC=CC=C1 (α-(2-bromo-4-phenylphenoxy)acetophenone), polyphosphoric acid. Solvent: O (water). Product: BrC1=CC(=CC=2C(=COC21)C2=CC=CC=C2)C2=CC=CC=C2 (7-bromo-3,5-diphenylbenzofuran). Reaction SMILES: [Br:1][C:2]1[CH:17]=[C:16]([C:18]2[CH:23]=[CH:22][CH:21]=[CH:20][CH:19]=2)[CH:15]=[CH:14][C:3]=1[O:4][CH2:5][C:6]([C:8]1[CH:13]=[CH:12][CH:11]=[CH:10][CH:9]=1)=O>O>[Br:1][C:2]1[C:3]2[O:4][CH:5]=[C:6]([C:8]3[CH:13]=[CH:12][CH:11]=[CH:10][CH:9]=3)[C:14]=2[CH:15]=[C:16]([C:18]2[CH:23]=[CH:22][CH:21]=[CH:20][CH:19]=2)[CH:17]=1. Procedure details: A mixture of 156 g. of the product of step A and 1 kg. of polyphosphoric acid is heated at 100° C. for seven days. The reaction mixture is poured into 5 liters of water and stirred, then extracted with 2 liters of chloroform. The dried extracts are treated with decolorizing charcoal, then evaporated. The residue is chromatographed on silica gel, eluting with carbon tetrachloride. The residue is triturated with hexane to provide 7-bromo-3,5-diphenylbenzofuran as a pale yellow solid. The structura... Reactants: Cc1cccc(N(C)C#N)c1, Cl, Nc1cccc2ccccc12. Product: Cc1cccc(N(C)C(=N)Nc2cccc3ccccc23)c1, Cl. As a reaction SMILES: [C:1](#[N:2])[N:3]([c:4]1[cH:5][c:6]([CH3:10])[cH:7][cH:8][cH:9]1)[CH3:11].[ClH:23].[NH2:12][c:13]1[cH:14][cH:15][cH:16][c:17]2[cH:18][cH:19][cH:20][cH:21][c:22]12>>[C:1](=[NH:2])([N:3]([c:4]1[cH:5][c:6]([CH3:10])[cH:7][cH:8][cH:9]1)[CH3:11])[NH:12][c:13]1[cH:14][cH:15][cH:16][c:17]2[cH:18][cH:19][cH:20][cH:21][c:22]12.[ClH:23]. Starting materials: CCCCCCCCCCCC(CC(=O)O)OC(=O)CCCCCCCC, NC(CO)C(=O)OCc1ccccc1, ClCCCl, CI, ClCCl. The product is CCCCCCCCCCCC(CC(=O)NC(CO)C(=O)OCc1ccccc1)OC(=O)CCCCCCCC. As a reaction SMILES: [C:15]([CH2:16][CH2:17][CH2:18][CH2:19][CH2:20][CH2:21][CH2:22][CH3:23])(=[O:24])[O:25][CH:26]([CH2:27][C:28](=[O:29])[OH:30])[CH2:31][CH2:32][CH2:33][CH2:34][CH2:35][CH2:36][CH2:37][CH2:38][CH2:39][CH2:40][CH3:41].[CH2:1]([c:2]1[cH:3][cH:4][cH:5][cH:6][cH:7]1)[O:8][C:9]([CH:10]([NH2:11])[CH2:12][OH:13])=[O:14].[CH2:42]([Cl:43])[CH2:44][Cl:45].[CH3:46][I:47].[Cl:48][CH2:49][Cl:50]>>[CH2:1]([c:2]1[cH:3][cH:4][cH:5][cH:6][cH:7]1)[O:8][C:9]([CH:10]([NH:11][C:28]([CH2:27][CH:26]([O:25][C:15]([CH2:16][CH2:17][CH2:18][CH2:19][CH2:20][CH2:21][CH2:22][CH3:23])=[O:24])[CH2:31][CH2:32][CH2:33][CH2:34][CH2:35][CH2:36][CH2:37][CH2:38][CH2:39][CH2:40][CH3:41])=[O:29])[CH2:12][OH:13])=[O:14]. Reactants: Cl (hydrochloric acid), O(C1=CC=CC=C1)C=1SC(=CN1)CO ((2-phenoxy-5-thiazolyl)-methanol), CC1([C@@H]([C@@H]1C=C1CCCC1)C(=O)Cl)C ((1R,3S) 2,2-dimethyl-3-(cyclopentylidenemethyl)-cyclopropane-1-carboxylic acid chloride), N1=CC=CC=C1 (pyridine), corresponding acid. Solvent: C1=CC=CC=C1 (benzene). Reaction conditions: temperature 20 celsius, time 17 hour. Yields the product CC1([C@@H]([C@@H]1C=C1CCCC1)C(=O)OCC1=CN=C(S1)OC1=CC=CC=C1)C ((2-phenoxy-5-thiazolyl)-methyl (1R,3S) 2,2-dimethyl-3-(cyclopentylidenemethyl)-cyclopropane-1-carboxylate). Reaction SMILES: [O:1]([C:8]1[S:9][C:10]([CH2:13][OH:14])=[CH:11][N:12]=1)[C:2]1[CH:7]=[CH:6][CH:5]=[CH:4][CH:3]=1.[CH3:15][C:16]1([CH3:28])[C@@H:18]([CH:19]=[C:20]2[CH2:24][CH2:23][CH2:22][CH2:21]2)[C@H:17]1[C:25](Cl)=[O:26].N1C=CC=CC=1.Cl>C1C=CC=CC=1>[CH3:15][C:16]1([CH3:28])[C@@H:18]([CH:19]=[C:20]2[CH2:21][CH2:22][CH2:23][CH2:24]2)[C@H:17]1[C:25]([O:14][CH2:13][C:10]1[S:9][C:8]([O:1][C:2]2[CH:3]=[CH:4][CH:5]=[CH:6][CH:7]=2)=[N:12][CH:11]=1)=[O:26]. Procedure: 3.1 g of (2-phenoxy-5-thiazolyl)-methanol were added to a solution of (1R,3S) 2,2-dimethyl-3-(cyclopentylidenemethyl)-cyclopropane-1-carboxylic acid chloride prepared from 2.9 g of the corresponding acid [described in French Pat. No. 70-00265 published under No. 2.076.204] in 45 ml of benzene and 1.2 ml of pyridine were added dropwise thereto at 10° C. The mixture was stirred at 20° C. for 17 hours and was poured into dilute aqueous hydrochloric acid solution. The decanted aqueous phasewas extra... Reactants: ClC1=C(C=CC=C1)C1=C2CNC(N(C2=CC(=C1)CN1CC(N(CC1)C(C)C)C(=O)OC(C)(C)C)C1=C(C=CC=C1Cl)Cl)=O (tert-butyl 4-{[5-(2-chlorophenyl)-1-(2,6-dichlorophenyl)-2-oxo-1,2,3,4-tetrahydroquinazolin-7-yl]methyl}-1-isopropylpiperazine-2-carboxylate), O (water). Run in FC(C(=O)O)(F)F (trifluoroacetic acid). Reaction conditions: time 20 hour. Product: ClC1=C(C=CC=C1)C1=C2CNC(N(C2=CC(=C1)CN1CC(NCC1)C(=O)OC(C)(C)C)C1=C(C=CC=C1Cl)Cl)=O (tert-butyl 4-{[5-(2-chlorophenyl)-1-(2,6-dichlorophenyl)-2-oxo-1,2,3,4-tetrahydroquinazolin-7-yl]methyl}piperazine-2-carboxylate). RXN SMILES: [Cl:1][C:2]1[CH:7]=[CH:6][CH:5]=[CH:4][C:3]=1[C:8]1[CH:17]=[C:16]([CH2:18][N:19]2[CH2:24][CH2:23][N:22](C(C)C)[CH:21]([C:28]([O:30][C:31]([CH3:34])([CH3:33])[CH3:32])=[O:29])[CH2:20]2)[CH:15]=[C:14]2[C:9]=1[CH2:10][NH:11][C:12](=[O:43])[N:13]2[C:35]1[C:40]([Cl:41])=[CH:39][CH:38]=[CH:37][C:36]=1[Cl:42].O>FC(F)(F)C(O)=O>[Cl:1][C:2]1[CH:7]=[CH:6][CH:5]=[CH:4][C:3]=1[C:8]1[CH:17]=[C:16]([CH2:18][N:19]2[CH2:24][CH2:23][NH:22][CH:21]([C:28]([O:30][C:31]([CH3:34])([CH3:33])[CH3:32])=[O:29])[CH2:20]2)[CH:15]=[C:14]2[C:9]=1[CH2:10][NH:11][C:12](=[O:43])[N:13]2[C:35]1[C:40]([Cl:41])=[CH:39][CH:38]=[CH:37][C:36]=1[Cl:42]. Reported procedure: To the solution of tert-butyl 4-{[5-(2-chlorophenyl)-1-(2,6-dichlorophenyl)-2-oxo-1,2,3,4-tetrahydroquinazolin-7-yl]methyl}-1-isopropylpiperazine-2-carboxylate (EXAMPLE AAA11, 30 mg, 0.047 mmol) in trifluoroacetic acid (0.6 mL) was added water (0.03 mL). The reaction was stirred at rt for 20 h. Removal of the solvent and subsequent addition of ether resulted in a white precipitate. Filtration of the precipitate followed by washing with ether provided the title compound. 1H NMR (CDCl3, 500 MHz): ...